From a dataset of the Open Reaction Database (ORD), a public repository of structured organic reaction records. describe an organic reaction: reactants, conditions, products, and yield Starting materials: Oc1cccc(Br)c1, O=C([O-])[O-], CCB(CC)c1cccnc1, CCO, [Na+], [Na+], O, Cc1ccccc1, c1ccc(P(c2ccccc2)(c2ccccc2)[Pd](P(c2ccccc2)(c2ccccc2)c2ccccc2)(P(c2ccccc2)(c2ccccc2)c2ccccc2)P(c2ccccc2)(c2ccccc2)c2ccccc2)cc1. The product is Oc1cccc(-c2cccnc2)c1. RXN SMILES: [Br:12][c:13]1[cH:14][c:15]([OH:19])[cH:16][cH:17][cH:18]1.[C:20](=[O:21])([O-:22])[O-:23].[CH2:1]([B:2]([CH2:3][CH3:10])[c:4]1[cH:5][n:6][cH:7][cH:8][cH:9]1)[CH3:11].[CH2:26]([OH:27])[CH3:28].[Na+:24].[Na+:25].[OH2:29].[c:30]1([CH3:31])[cH:32][cH:33][cH:34][cH:35][cH:36]1.[cH:37]1[cH:38][cH:39][c:40]([P:41]([Pd:42]([P:43]([c:44]2[cH:45][cH:46][cH:47][cH:48][cH:49]2)([c:50]2[cH:51][cH:52][cH:53][cH:54][cH:55]2)[c:56]2[cH:57][cH:58][cH:59][cH:60][cH:61]2)([P:62]([c:63]2[cH:64][cH:65][cH:66][cH:67][cH:68]2)([c:69]2[cH:70][cH:71][cH:72][cH:73][cH:74]2)[c:75]2[cH:76][cH:77][cH:78][cH:79][cH:80]2)[P:81]([c:82]2[cH:83][cH:84][cH:85][cH:86][cH:87]2)([c:88]2[cH:89][cH:90][cH:91][cH:92][cH:93]2)[c:94]2[cH:95][cH:96][cH:97][cH:98][cH:99]2)([c:100]2[cH:101][cH:102][cH:103][cH:104][cH:105]2)[c:106]2[cH:107][cH:108][cH:109][cH:110][cH:111]2)[cH:112][cH:113]1>>[c:4]1(-[c:13]2[cH:14][c:15]([OH:19])[cH:16][cH:17][cH:18]2)[cH:5][n:6][cH:7][cH:8][cH:9]1. The reactants are CC(=O)O, CC#N, [Ca+2], [O-]Cl, [O-]Cl, O=C1CCOc2c(OC(F)F)cccc21, O, O. Yields the product O=C1CCOc2c(OC(F)F)cc(Cl)cc21. Reaction SMILES: [C:21]([OH:22])(=[O:23])[CH3:24].[CH3:26][C:27]#[N:28].[Ca+2:3].[Cl:1][O-:2].[Cl:4][O-:5].[F:6][CH:7]([O:8][c:9]1[cH:10][cH:11][cH:12][c:13]2[c:18]1[O:17][CH2:16][CH2:15][C:14]2=[O:19])[F:20].[OH2:25].[OH2:29]>>[Cl:1][c:11]1[cH:10][c:9]([O:8][CH:7]([F:6])[F:20])[c:18]2[c:13]([cH:12]1)[C:14](=[O:19])[CH2:15][CH2:16][O:17]2. The reactants are C(C1=CC=CC=C1)OC(=O)N[C@@H]1CCN(CCC1)C(=O)OC(C)(C)C ((S)-tert-butyl 4-(benzyloxycarbonylamino)azepane-1-carboxylate), ClC1=C(C=NN1C)[N+](=O)[O-] (5-chloro-1-methyl-4-nitro-1H-pyrazole). Product: CN1N=CC(=C1N[C@@H]1CCN(CCC1)C(=O)OC(C)(C)C)[N+](=O)[O-] ((S)-tert-butyl 4-(1-methyl-4-nitro-1H-pyrazol-5-ylamino)azepane-1-carboxylate). Isolated yield 49.0%. RXN SMILES: C(O[C:9]([NH:11][C@H:12]1[CH2:18][CH2:17][CH2:16][N:15]([C:19]([O:21][C:22]([CH3:25])([CH3:24])[CH3:23])=[O:20])[CH2:14][CH2:13]1)=O)C1C=CC=CC=1.Cl[C:27]1[N:31](C)[N:30]=[CH:29][C:28]=1[N+:33]([O-:35])=[O:34]>>[CH3:29][N:30]1[C:9]([NH:11][C@H:12]2[CH2:18][CH2:17][CH2:16][N:15]([C:19]([O:21][C:22]([CH3:23])([CH3:24])[CH3:25])=[O:20])[CH2:14][CH2:13]2)=[C:28]([N+:33]([O-:35])=[O:34])[CH:27]=[N:31]1. Procedure: Following the procedure for Example 332 starting with (S)-tert-butyl 4-(benzyloxycarbonylamino)azepane-1-carboxylate and 5-chloro-1-methyl-4-nitro-1H-pyrazole gave (S)-tert-butyl 4-(1-methyl-4-nitro-1H-pyrazol-5-ylamino)azepane-1-carboxylate as a yellow viscous oil (103 mg, 49%). 1H NMR (400 MHz, CDCl3) δ 7.90 (s, 1H), 6.60-6.50 (m, 1H), 3.80 (s, 3H), 3.79-3.67 (m 1H), 3.60-3.52 (m, 1H), 3.49-3.44 (m, 1H), 3.44-3.22 (m, 2H), 2.25-2.10 (m, 1H), 2.05-1.62 (m, 5H), 1.48 (s, 9H) Starting materials: Cc1cccc(O)c1C, [H-], NC(=O)CI, [Na+], CN(C)C=O. Yields the product Cc1cccc(OCC(N)=O)c1C. As a reaction SMILES: [CH3:1][c:2]1[c:3]([OH:9])[cH:4][cH:5][cH:6][c:7]1[CH3:8].[H-:11].[I:12][CH2:13][C:14](=[O:15])[NH2:16].[Na+:10].[O:17]=[CH:18][N:19]([CH3:20])[CH3:21]>>[CH3:1][c:2]1[c:3]([O:9][CH2:13][C:14](=[O:15])[NH2:16])[cH:4][cH:5][cH:6][c:7]1[CH3:8]. Starting materials: Cc1cc(C)cc(Oc2[nH]c(=O)[nH]c(=O)c2C(C)C)c1, ClCc1cccnc1. Yields the product Cc1cc(C)cc(Oc2c(C(C)C)c(=O)[nH]c(=O)n2Cc2cccnc2)c1. RXN SMILES: [CH:1]([CH3:2])([CH3:3])[c:4]1[c:5](=[O:20])[nH:6][c:7](=[O:19])[nH:8][c:9]1[O:10][c:11]1[cH:12][c:13]([CH3:18])[cH:14][c:15]([CH3:17])[cH:16]1.[cH:21]1[c:22]([CH2:27][Cl:28])[cH:23][cH:24][cH:25][n:26]1>>[CH:1]([CH3:2])([CH3:3])[c:4]1[c:5](=[O:20])[nH:6][c:7](=[O:19])[n:8]([CH2:27][c:22]2[cH:21][n:26][cH:25][cH:24][cH:23]2)[c:9]1[O:10][c:11]1[cH:12][c:13]([CH3:18])[cH:14][c:15]([CH3:17])[cH:16]1.